This data is from the Open Reaction Database (ORD), a public repository of structured organic reaction records. The task is: describe an organic reaction: reactants, conditions, products, and yield Starting materials: CN(C)c1ccncc1, Cc1noc(N)c1C, O=S(=O)(Cl)c1ccc(-c2ccccc2)cc1, c1ccncc1. Yields the product Cc1noc(NS(=O)(=O)c2ccc(-c3ccccc3)cc2)c1C. As a reaction SMILES: [CH3:25][N:26]([CH3:27])[c:28]1[cH:29][cH:30][n:31][cH:32][cH:33]1.[NH2:17][c:18]1[c:19]([CH3:24])[c:20]([CH3:23])[n:21][o:22]1.[c:1]1(-[c:11]2[cH:12][cH:13][cH:14][cH:15][cH:16]2)[cH:2][cH:3][c:4]([S:7](=[O:8])(=[O:9])[Cl:10])[cH:5][cH:6]1.[cH:34]1[cH:35][cH:36][n:37][cH:38][cH:39]1>>[c:1]1(-[c:11]2[cH:12][cH:13][cH:14][cH:15][cH:16]2)[cH:2][cH:3][c:4]([S:7](=[O:8])(=[O:9])[NH:17][c:18]2[c:19]([CH3:24])[c:20]([CH3:23])[n:21][o:22]2)[cH:5][cH:6]1.